The task is: describe an organic reaction: reactants, conditions, products, and yield. This data is from the Open Reaction Database (ORD), a public repository of structured organic reaction records. Reactants: COC1=CC=C(CN2N=C(N=N2)C2=CN=C3N(C2=O)C=CC(=C3)C(=O)O)C=C1 (3-[2-(4-Methoxybenzyl)-2H-1,2,3,4-tetrazol-5-yl]-4-oxo-4H-pyrido[1,2-a]-pyrimidine-8-carboxylic acid), C(C)(C)(C)C=1N=C(SC1)N (4-(tert-butyl)-1,3-thiazol-2-amine), ON1N=NC2=C1C=CC=C2 (1-hydroxybenzotriazole), Cl.C(C)N=C=NCCCN(C)C (1-ethyl-3-(3-dimethylaminopropyl)carbodiimide hydrochloride), Cl (hydrochloric acid). Reagents/catalysts: CN(C1=CC=NC=C1)C (4-dimethylaminopyridine). Solvent: CN(C=O)C (dimethylformamide). Run at time 24 hour. The product is C(C)(C)(C)C=1N=C(SC1)NC(=O)C1=CC=2N(C(C(=CN2)C=2N=NNN2)=O)C=C1 (N8-[4-(tert-Butyl)-1,3-thiazol-2-yl]-4-oxo-3-(2H-1,2,3,4-tetrazol-5-yl)-4H-pyrido-[1,2-a]pyrimidine-8-carboxamide). As a reaction SMILES: COC1C=CC(C[N:8]2[N:12]=[N:11][C:10]([C:13]3[C:18](=[O:19])[N:17]4[CH:20]=[CH:21][C:22]([C:24]([OH:26])=O)=[CH:23][C:16]4=[N:15][CH:14]=3)=[N:9]2)=CC=1.[C:29]([C:33]1[N:34]=[C:35]([NH2:38])[S:36][CH:37]=1)([CH3:32])([CH3:31])[CH3:30].ON1C2C=CC=CC=2N=N1.Cl.C(N=C=NCCCN(C)C)C.Cl>CN(C)C1C=CN=CC=1.CN(C)C=O>[C:29]([C:33]1[N:34]=[C:35]([NH:38][C:24]([C:22]2[CH:21]=[CH:20][N:17]3[C:18](=[O:19])[C:13]([C:10]4[N:11]=[N:12][NH:8][N:9]=4)=[CH:14][N:15]=[C:16]3[CH:23]=2)=[O:26])[S:36][CH:37]=1)([CH3:32])([CH3:31])[CH3:30] |f:3.4|. Reported procedure: 3-[2-(4-Methoxybenzyl)-2H-1,2,3,4-tetrazol-5-yl]-4-oxo-4H-pyrido[1,2-a]-pyrimidine-8-carboxylic acid (40 mg, 0.114 mmol) was added with dimethylformamide (2 ml), 4-(tert-butyl)-1,3-thiazol-2-amine (20 mg, 0.125 mmol), 1-hydroxybenzotriazole (20 mg, 0.136 mmol) and 4-dimethylaminopyridine (21 mg, 0.170 mmol) at room temperature, then added with 1-ethyl-3-(3-dimethylaminopropyl)carbodiimide hydrochloride (35 mg, 0.170 mmol) at room temperature, and stirred at room temperature for 24 hours. The rea... Reactants: CC1(OC[C@@H](O1)[C@@H]1[C@H]2[C@@H](OC(O1)(C)C)[C@H](C(O2)=O)OCC)C ((4R,4aS,7R,7aR)-4-[(4R)-2,2-dimethyl-1,3-dioxolan-4-yl]-7-ethoxy-2,2-dimethyltetrahydro-6H-furo[3,2-d][1,3]dioxin-6-one), three-necked, O (water). Run in C(C)(=O)O (acetic acid). Conditions: time 24 hour. The product is O[C@H](CO)[C@@H]1[C@H]2[C@@H](OC(O1)(C)C)[C@H](C(O2)=O)OCC ((4R,4aS,7R,7aR)-4-[(1R)-1,2-dihydroxyethyl]-7-ethoxy-2,2-dimethyltetrahydro-6H-furo[3,2-d][1,3]dioxin-6-one). Isolated yield 94.0%. Reaction SMILES: CC1(C)[O:6][C@@H:5]([C@H:7]2[O:12][C:11]([CH3:14])([CH3:13])[O:10][C@H:9]3[C@@H:15]([O:19][CH2:20][CH3:21])[C:16](=[O:18])[O:17][C@@H:8]23)[CH2:4][O:3]1.O>C(O)(=O)C>[OH:6][C@@H:5]([C@H:7]1[O:12][C:11]([CH3:14])([CH3:13])[O:10][C@H:9]2[C@@H:15]([O:19][CH2:20][CH3:21])[C:16](=[O:18])[O:17][C@@H:8]12)[CH2:4][OH:3]. Reported procedure: 2.62 g of 48 (8.28 mmol) are introduced into a 100 mL three-necked flask containing 16 mL of water and 16 mL of acetic acid. The medium is stirred for 24 h at RT and then the reaction medium is concentrated under vacuum. The residues are disintegrated with 25 mL of isopropyl ether, filtered and dried under vacuum. 2.15 g of expected product 49 (white solid) are obtained. Reactants: CCCC[N+](CCCC)(CCCC)CCCC.[F-] (TBAF), C(#N)C1=CC2=C(N(C(=N2)C(C)(O)C2=C3C=CN(C3=C(C=C2OC(F)F)C)C(=O)OC(C)(C)C)COCC[Si](C)(C)C)C=C1 ((±)-tert-butyl 4-(1-(5-cyano-1-((2-(trimethylsilyl)ethoxy)methyl)-1H-benzo[d]imidazol-2-yl)-1-hydroxyethyl)-5-(difluoromethoxy)-7-methyl-1H-indole-1-carboxylate), C(#N)C=1C=CC2=C(N(C(=N2)C(C)(O)C2=C3C=CN(C3=C(C=C2OC(F)F)C)C(=O)OC(C)(C)C)COCC[Si](C)(C)C)C1 ((±)-tert-butyl 4-(1-(6-cyano-1-((2-(trimethylsilyl)ethoxy)methyl)-1H-benzo[d]imidazol-2-yl)-1-hydroxyethyl)-5-(difluoromethoxy)-7-methyl-1H-indole-1-carboxylate), C(CN)N (ethylenediamine). Solvent: C1CCOC1 (THF). Run at temperature 60 celsius. Product: FC(OC=1C(=C2C=CNC2=C(C1)C)C(C)(O)C1=NC2=C(N1)C=CC(=C2)C#N)F ((±)-2-(1-(5-(Difluoromethoxy)-7-methyl-1H-indol-4-yl)-1-hydroxyethyl)-1H-benzo[d]imidazole-5-carbonitrile). As a reaction SMILES: [C:1]([C:3]1[CH:43]=[CH:42][C:6]2[N:7](COCC[Si](C)(C)C)[C:8]([C:10]([C:13]3[C:21]([O:22][CH:23]([F:25])[F:24])=[CH:20][C:19]([CH3:26])=[C:18]4[C:14]=3[CH:15]=[CH:16][N:17]4C(OC(C)(C)C)=O)([OH:12])[CH3:11])=[N:9][C:5]=2[CH:4]=1)#[N:2].C(C1C=CC2N=C(C(C3C(OC(F)F)=CC(C)=C4C=3C=CN4C(OC(C)(C)C)=O)(O)C)N(COCC[Si](C)(C)C)C=2C=1)#N.C(N)CN.CCCC[N+](CCCC)(CCCC)CCCC.[F-]>C1COCC1>[F:25][CH:23]([F:24])[O:22][C:21]1[C:13]([C:10]([C:8]2[NH:7][C:6]3[CH:42]=[CH:43][C:3]([C:1]#[N:2])=[CH:4][C:5]=3[N:9]=2)([OH:12])[CH3:11])=[C:14]2[C:18](=[C:19]([CH3:26])[CH:20]=1)[NH:17][CH:16]=[CH:15]2 |f:3.4|. Procedure: To a solution of a mixture of (±)-tert-butyl 4-(1-(5-cyano-1-((2-(trimethylsilyl)ethoxy)methyl)-1H-benzo[d]imidazol-2-yl)-1-hydroxyethyl)-5-(difluoromethoxy)-7-methyl-1H-indole-1-carboxylate and (±)-tert-butyl 4-(1-(6-cyano-1-((2-(trimethylsilyl)ethoxy)methyl)-1H-benzo[d]imidazol-2-yl)-1-hydroxyethyl)-5-(difluoromethoxy)-7-methyl-1H-indole-1-carboxylate (310 mg, 0.504 mmol) in THF (5 mL) at room temperature, ethylenediamine (0.34 mL, 5.04 mmol) was added followed by TBAF (1M in THF, 5.04 mL, 5.0...